The task is: describe an organic reaction: reactants, conditions, products, and yield. This data is from the Open Reaction Database (ORD), a public repository of structured organic reaction records. The reactants are C1(CCCCC1)P(C1=C(C=CC=C1)C1=C(C=CC=C1)N(C)C)C1CCCCC1 ((2′-dicyclohexylphosphanyl-biphenyl-2-yl)-dimethyl-amine), ClC=1C=C(C=CC1)C(C)=O (1-(3-chloro-phenyl)-ethanone), C[C@H]1N[C@H](CNC1)C ((2R,6S)-2,6-dimethyl-piperazine), [O-]P(=O)([O-])[O-].[K+].[K+].[K+] (K3PO4), C1(CCCCC1)P(C1=C(C=CC=C1)C1=C(C=CC=C1)N(C)C)C1CCCCC1 ((2′-dicyclohexylphosphanyl-biphenyl-2-yl)-dimethyl-amine). The reagents and catalysts are C=1C=CC(=CC1)/C=C/C(=O)/C=C/C2=CC=CC=C2.C=1C=CC(=CC1)/C=C/C(=O)/C=C/C2=CC=CC=C2.C=1C=CC(=CC1)/C=C/C(=O)/C=C/C2=CC=CC=C2.[Pd].[Pd] (Pd2(dba)3), C=1C=CC(=CC1)/C=C/C(=O)/C=C/C2=CC=CC=C2.C=1C=CC(=CC1)/C=C/C(=O)/C=C/C2=CC=CC=C2.C=1C=CC(=CC1)/C=C/C(=O)/C=C/C2=CC=CC=C2.[Pd].[Pd] (Pd2(dba)3). Run in COCCOC (DME). Run at temperature 100 celsius. The product is C[C@@H]1CN(C[C@@H](N1)C)C=1C=C(C=CC1)C(C)=O (1-[3-((3R,5S)-3,5-dimethyl-piperazin-1-yl)-phenyl]-ethanone). The yield is 15.0%. RXN SMILES: [O-]P([O-])([O-])=O.[K+].[K+].[K+].C1(P(C2CCCCC2)C2C=CC=CC=2C2C=CC=CC=2N(C)C)CCCCC1.Cl[C:38]1[CH:39]=[C:40]([C:44](=[O:46])[CH3:45])[CH:41]=[CH:42][CH:43]=1.[CH3:47][C@@H:48]1[CH2:53][NH:52][CH2:51][C@H:50]([CH3:54])[NH:49]1>C1C=CC(/C=C/C(/C=C/C2C=CC=CC=2)=O)=CC=1.C1C=CC(/C=C/C(/C=C/C2C=CC=CC=2)=O)=CC=1.C1C=CC(/C=C/C(/C=C/C2C=CC=CC=2)=O)=CC=1.[Pd].[Pd].COCCOC>[CH3:47][C@H:48]1[NH:49][C@@H:50]([CH3:54])[CH2:51][N:52]([C:38]2[CH:39]=[C:40]([C:44](=[O:46])[CH3:45])[CH:41]=[CH:42][CH:43]=2)[CH2:53]1 |f:0.1.2.3,7.8.9.10.11|. Procedure details: An oven-dried MW tube was charged with Pd2(dba)3 (592 mg, 0.65 mmol), K3PO4 (1.92 g, 9.06 mmol) and (2′-dicyclohexylphosphanyl-biphenyl-2-yl)-dimethyl-amine (127 mg, 0.32 mmol). The tube was purged and backfilled with N2 and then 1-(3-chloro-phenyl)-ethanone (1 g, 6.47 mmol), (2R,6S)-2,6-dimethyl-piperazine (886 mg, 7.76 mmol) and DME (10 ml) were added. The mixture was heated in a MW apparatus for 4 h at 100° C. and then further Pd2(dba)3 (592 mg, 0.65 mmol) and (2′-dicyclohexylphosphanyl-biphe... Reactants: C(C)(C)(C)OC(NC1=C(C=C(C(=C1)Cl)C(F)(F)F)NC(CC(=O)C1=CC(=CC=C1)C1=CC(=NC=C1C)C)=O)=O ((5-chloro-2-{3-[3-(2,5-dimethyl-pyridin-4-yl)-phenyl]-3-oxo-propionylamino}-4-trifluoromethyl-phenyl)-carbamic acid tert-butyl ester), C(=O)(C(F)(F)F)O (TFA). Solvent: C(Cl)Cl (CH2Cl2). Yields the product ClC1=CC2=C(NC(CC(=N2)C2=CC(=CC=C2)C2=CC(=NC=C2C)C)=O)C=C1C(F)(F)F (7-Chloro-4-[3-(2,5-dimethyl-pyridin-4-yl)-phenyl]-8-trifluoromethyl-1,3-dihydro benzo[b][1,4]diazepin-2-one), solid. The yield is 58.0%. As a reaction SMILES: C(OC(=O)[NH:7][C:8]1[CH:13]=[C:12]([Cl:14])[C:11]([C:15]([F:18])([F:17])[F:16])=[CH:10][C:9]=1[NH:19][C:20](=[O:38])[CH2:21][C:22]([C:24]1[CH:29]=[CH:28][CH:27]=[C:26]([C:30]2[C:35]([CH3:36])=[CH:34][N:33]=[C:32]([CH3:37])[CH:31]=2)[CH:25]=1)=O)(C)(C)C.C(O)(C(F)(F)F)=O>C(Cl)Cl>[Cl:14][C:12]1[C:11]([C:15]([F:17])([F:18])[F:16])=[CH:10][C:9]2[NH:19][C:20](=[O:38])[CH2:21][C:22]([C:24]3[CH:29]=[CH:28][CH:27]=[C:26]([C:30]4[C:35]([CH3:36])=[CH:34][N:33]=[C:32]([CH3:37])[CH:31]=4)[CH:25]=3)=[N:7][C:8]=2[CH:13]=1. Procedure details: The title compound was prepared from (5-chloro-2-{3-[3-(2,5-dimethyl-pyridin-4-yl)-phenyl]-3-oxo-propionylamino}-4-trifluoromethyl-phenyl)-carbamic acid tert-butyl ester (Example M122) (0.24 g, 0.43 mmol) by treatment with TFA in CH2Cl2 according to the general procedure N. Obtained as a light brown solid (110 mg, 58%). Reported procedure: A dried aglucone isoflavone material weighing 7.3 g and containing 49% genistein, 19% daidzein, and 4% glycitein is obtained. Yield: 4.0%. Starting materials: O1C=C(C(=O)C2=CC=CC=C12)C1=CC=CC=C1 (isoflavone), C1=CC(=CC=C1C2=COC=3C=C(C=C(C3C2=O)O)O)O (genistein), C1=CC(=CC=C1C2=COC=3C=C(C=CC3C2=O)O)O (daidzein). Product: COC=1C=C2C(=CC1O)OC=C(C2=O)C=3C=CC(=CC3)O (glycitein). As a reaction SMILES: [O:1]1C2C(=CC=CC=2)C(=O)C(C2C=CC=CC=2)=[CH:2]1.[CH:18]1[C:23]([C:24]2[C:33](=[O:34])[C:32]3[C:31](O)=[CH:30][C:29]([OH:36])=[CH:28][C:27]=3[O:26][CH:25]=2)=[CH:22][CH:21]=[C:20]([OH:37])[CH:19]=1.C1C(C2C(=O)C3C=CC(O)=CC=3OC=2)=CC=C(O)C=1>>[CH3:2][O:1][C:30]1[CH:31]=[C:32]2[C:33](=[O:34])[C:24]([C:23]3[CH:18]=[CH:19][C:20]([OH:37])=[CH:21][CH:22]=3)=[CH:25][O:26][C:27]2=[CH:28][C:29]=1[OH:36]. Starting materials: amine, BrC1=CC=C(C=C1)C1=CC=CC=C1 (4-bromobiphenyl), [Cl-].[NH4+] (ammonium chloride), C1(=CC=CC=C1)C(=C(C)P(C1CCCCC1)C1CCCCC1)C1=CC=CC=C1 (1,1-Diphenyl-2-(dicyclohexylphosphino)propene), BrC1=C(C=CC=C1)C1=CC=CC=C1 (bromobiphenyl), C(C1=CC=CC=C1)(C1=CC=CC=C1)=N (benzophenonimine), CC(C)([O-])C.[Na+] (sodium t-butoxide), amine. The reagents and catalysts are C(C)(=O)[O-].[Pd+2].C(C)(=O)[O-] (palladium acetate). Run in C1(=CC=CC=C1)C (toluene). Run at temperature 100 celsius, time 16 hour. Product: C1(=CC=CC=C1)C(=NC1=CC=C(C=C1)C1=CC=CC=C1)C1=CC=CC=C1 (N-(diphenylmethylene)-4-aminobiphenyl). The yield is 61.3%. RXN SMILES: Br[C:2]1[CH:7]=[CH:6][C:5]([C:8]2[CH:13]=[CH:12][CH:11]=[CH:10][CH:9]=2)=[CH:4][CH:3]=1.BrC1C=CC=CC=1C1C=CC=CC=1.[C:27](=[NH:40])([C:34]1[CH:39]=[CH:38][CH:37]=[CH:36][CH:35]=1)[C:28]1[CH:33]=[CH:32][CH:31]=[CH:30][CH:29]=1.CC(C)([O-])C.[Na+].C1(C(C2C=CC=CC=2)=C(P(C2CCCCC2)C2CCCCC2)C)C=CC=CC=1.[Cl-].[NH4+]>C([O-])(=O)C.[Pd+2].C([O-])(=O)C.C1(C)C=CC=CC=1>[C:34]1([C:27]([C:28]2[CH:29]=[CH:30][CH:31]=[CH:32][CH:33]=2)=[N:40][C:2]2[CH:7]=[CH:6][C:5]([C:8]3[CH:13]=[CH:12][CH:11]=[CH:10][CH:9]=3)=[CH:4][CH:3]=2)[CH:35]=[CH:36][CH:37]=[CH:38][CH:39]=1 |f:3.4,6.7,8.9.10|. Reported procedure: Into a reactor were introduced 0.466 g (2.00 mmol) of 4-bromobiphenyl and 4 mL of toluene under a nitrogen atmosphere. The bromobiphenyl was dissolved in the solvent. To this solution were added 0.399 g (2.2 mmol) of benzophenonimine, 0.231 g (2.4 mmol) of sodium t-butoxide, 13.5 mg (3 mol % based on the amine) of palladium acetate, and 46.9 mg (6 mmol % based on the amine) of the 1,1-diphenyl-2-(dicyclohexylphosphino)propene obtained in Example 2. The resultant reaction mixture was stirred at 1... Starting materials: [N-]=[N+]=[N-].[Na+] (Sodium azide), ClC[C@H](O)C1=CC=C(C=C1)F ((1R)-2-chloro-1-(4-fluoro-phenyl)-ethanol), CN(C)C=O (DMF). Solvent: O (water). Run at temperature 100 celsius. Yields the product N(=[N+]=[N-])C[C@H](O)C1=CC=C(C=C1)F ((1R)-2-Azido-1-(4-fluoro-phenyl)-ethanol). Reaction SMILES: [N-:1]=[N+:2]=[N-:3].[Na+].Cl[CH2:6][C@@H:7]([C:9]1[CH:14]=[CH:13][C:12]([F:15])=[CH:11][CH:10]=1)[OH:8].CN(C=O)C>O>[N:1]([CH2:6][C@@H:7]([C:9]1[CH:14]=[CH:13][C:12]([F:15])=[CH:11][CH:10]=1)[OH:8])=[N+:2]=[N-:3] |f:0.1|. Procedure details: Sodium azide (41.8 g, 642 mmol) was added to a solution consisting of (1R)-2-chloro-1-(4-fluoro-phenyl)-ethanol (37.4 g, 214 mmol) and DMF (214 mL) at rt. The reaction mixture was heated to 100° C. for 3 h, diluted with water (500 mL), and extracted with EtOAc (700 mL). The organic layer was washed with brine (500 mL), and the organic layer dried (MgSO4), filtered, and concentrated, giving the title compound as a yellow liquid, which was used without further purification (39 g, 100%).